This data is from the Open Reaction Database (ORD), a public repository of structured organic reaction records. The task is: describe an organic reaction: reactants, conditions, products, and yield The reactants are CS(C)=O, CC1(CCl)COC(C)(C)O1, [Na+], [O-]c1ccccc1, O. The product is CC1(COc2ccccc2)COC(C)(C)O1. RXN SMILES: [CH3:19][S:20](=[O:21])[CH3:22].[Cl:1][CH2:2][C:3]1([CH3:10])[O:4][C:5]([CH3:8])([CH3:9])[O:6][CH2:7]1.[Na+:18].[O-:11][c:12]1[cH:13][cH:14][cH:15][cH:16][cH:17]1.[OH2:23]>>[CH2:2]([C:3]1([CH3:10])[O:4][C:5]([CH3:8])([CH3:9])[O:6][CH2:7]1)[O:11][c:12]1[cH:13][cH:14][cH:15][cH:16][cH:17]1. Yields the product C(C)OC(=O)C1CCN(CC1)CCC1OC2=CC=CC=C2CC1 (1-[2 -(chroman-2-yl)ethyl]-piperidine-4-carboxylic acid ethyl ester). Conditions: time 16 hour. Run in CN(C=O)C (dimethylformamide). Isolated yield 74.8%. Reactants: C(C)OC(=O)C1CCNCC1 (piperidine-4-carboxylic acid ethyl ester), C(C)N(C(C)C)C(C)C (N-ethyl-N,N-diisopropylamine), C1(=CC=C(C=C1)S(=O)(=O)OCCC1OC2=CC=CC=C2CC1)C (2-[2-(p-toluenesulphonyloxy)ethyl]chroman). Procedure: First 1.57 g (10 mmol) of piperidine-4-carboxylic acid ethyl ester and then 2.07 g (16 mmol) of N-ethyl-N,N-diisopropylamine are added to a solution of 2.66 g (8 mmol) of 2-[2-(p-toluenesulphonyloxy)ethyl]chroman in 35 ml of absolute dimethylformamide. The mixture is stirred for 16 hours at 60° and then, after cooling, is concentrated by evaporation under a high vacuum. Water is added to the oily residue and extraction is carried out with diethyl ether. The combined organic phases are washed wit... Reaction SMILES: [CH2:1]([O:3][C:4]([CH:6]1[CH2:11][CH2:10][NH:9][CH2:8][CH2:7]1)=[O:5])[CH3:2].C(N(C(C)C)C(C)C)C.C1(C)C=CC(S(O[CH2:31][CH2:32][CH:33]2[CH2:42][CH2:41][C:40]3[C:35](=[CH:36][CH:37]=[CH:38][CH:39]=3)[O:34]2)(=O)=O)=CC=1>CN(C)C=O>[CH2:1]([O:3][C:4]([CH:6]1[CH2:11][CH2:10][N:9]([CH2:31][CH2:32][CH:33]2[CH2:42][CH2:41][C:40]3[C:35](=[CH:36][CH:37]=[CH:38][CH:39]=3)[O:34]2)[CH2:8][CH2:7]1)=[O:5])[CH3:2].